describe an organic reaction: reactants, conditions, products, and yield From a dataset of the Open Reaction Database (ORD), a public repository of structured organic reaction records. The reactants are alcohol, N1=CC(=CC=C1)CC1=CC=C(C=C1)C=CCO (3-[4-(3-pyridylmethyl)phenyl]-2-propen-1-ol), N1(N=CN=C1)CC1=CC=C(C=C1)C=CCO (3-[4-(1,2,4-triazole-1-yl-methyl) phenyl]-2-propen-1-ol), 5-[4-(1-imidazolylmethyl)furan] 2,4-pentadiene-1-ol, COCCO (2-methoxyethanol), 3-[5-(1-imidazolylmethyl)furan] 2-propen-1-ol, C(C=CC1=CC=CC=C1)O (cinnamyl alcohol), N1C(=NC=C1)CC1=CC=C(C=C1)C=CCO (3-[4-(I-imidazolylmethyl)phenyl]-2-propen-1-ol), N1(N=NN=C1)CC1=CC=C(C=C1)C=CCO (3-[4-(1,2,3,4-tetrazole-1-yl-methyl)phenyl]-2-propen-1-ol). Run in C(C)(C)O (isopropanol), C(C)O (ethanol), CO (methanol), C(CC)O (n-propanol). Yields the product COC(=O)C1=C(NC(=C(C1C1=CC(=CC=C1)N=[N+]=[N-])C(=O)O)C)C ((-)-4-(3-azidophenyl)-I,4-dihydro-2,6-dimethylpyridine-3,5-dicarboxylic acid monomethyl ester). RXN SMILES: [CH2:1]([OH:10])[CH:2]=[CH:3][C:4]1C=CC=CC=1.N1C=CN=C1C[C:17]1[CH:22]=[CH:21][C:20]([CH:23]=[CH:24][CH2:25][OH:26])=[CH:19][CH:18]=1.[N:27]1[CH:32]=[CH:31]C=C(CC2C=CC(C=CCO)=CC=2)C=1.N1(CC2C=CC(C=C[CH2:58][OH:59])=CC=2)C=NC=N1.[N:60]1(CC2C=CC(C=CCO)=CC=2)C=N[N:62]=[N:61]1.C[O:77]CCO>C(O)(C)C.C(O)CC.C(O)C.CO>[CH3:58][O:59][C:25]([C:24]1[CH:23]([C:20]2[CH:19]=[CH:18][CH:17]=[C:22]([N:60]=[N+:61]=[N-:62])[CH:21]=2)[C:2]([C:1]([OH:10])=[O:77])=[C:3]([CH3:4])[NH:27][C:32]=1[CH3:31])=[O:26]. Procedure details: Specific examples of the alcohol derivative of formula (II-2) for use in the present invention are methanol, ethanol, n-propanol, isopropanol, 2-methoxyethanol, cinnamyl alcohol, 3-[4-(I-imidazolylmethyl)phenyl]-2-propen-1-ol, 3-[4-(3-pyridylmethyl)phenyl]-2-propen-1-ol, 3-[4-(1,2,4-triazole-1-yl-methyl) phenyl]-2-propen-1-ol, 3-[4-(1,2,3,4-tetrazole-1-yl-methyl)phenyl]-2-propen-1-ol, 3-[5-(1-imidazolylmethyl)furan]-2-propen-1-ol, and 5-[4-(1-imidazolylmethyl)furan]-2,4-pentadiene-1-ol. The reactants are O (water), C(C)O (ethanol), FC=1C=C2C[C@H](COC2=C(C1)F)NC(OC)=O ((R)-methyl 6,8-difluorochroman-3-ylcarbamate), CO (methanol), O (water), [OH-].[K+] (potassium hydroxide), O (water). Reaction conditions: temperature 65 celsius, time 15 minute. Product: C([C@H](O)[C@@H](O)C(=O)O)(=O)O (L-tartaric acid). RXN SMILES: FC1C=C2C(=C(F)C=1)OC[C@H](N[C:14](=[O:17])[O:15]C)C2.[CH3:18][OH:19].[OH-:20].[K+].[CH2:22]([OH:24])[CH3:23].[OH2:25]>>[C:23]([OH:25])(=[O:20])[C@@H:22]([C@H:18]([C:14]([OH:15])=[O:17])[OH:19])[OH:24] |f:2.3|. Reported procedure: The vessel was charged with (R)-methyl 6,8-difluorochroman-3-ylcarbamate (1.0 wt) and methanol (12.66 vol.), the content temperature was adjusted to 65° C. with stirring. A solution of potassium hydroxide (2.76 wt) in water (4.15 vol.) was transferred to the vessel while maintaining 65° C. and the mixture was stirred for 24 hours. The content was adjusted to 35° C., water (5.6 vol.) was charged and the vessel was set up for atmospheric distillation. The content was distilled off at 70° C. intern... Reactants: NC1=NNC2=CC=C(C=C12)N (3,5-diamino-1H-indazole), solid, N1=CC=CC=C1 (pyridine), FC=1C=C(C=C(C1)F)S(=O)(=O)Cl (3,5-difluorobenzenesulfonyl chloride). The solvent is O1CCCC1 (tetrahydrofuran). Product: NC1=NNC2=CC=C(C=C12)NS(=O)(=O)C1=CC(=CC(=C1)F)F (N-(3-amino-1H-indazol-5-yl)-3,5-difluorobenzenesulfonamide). The yield is 32.4%. RXN SMILES: [NH2:1][C:2]1[C:10]2[C:5](=[CH:6][CH:7]=[C:8]([NH2:11])[CH:9]=2)[NH:4][N:3]=1.N1C=CC=CC=1.[F:18][C:19]1[CH:20]=[C:21]([S:26](Cl)(=[O:28])=[O:27])[CH:22]=[C:23]([F:25])[CH:24]=1>O1CCCC1>[NH2:1][C:2]1[C:10]2[C:5](=[CH:6][CH:7]=[C:8]([NH:11][S:26]([C:21]3[CH:20]=[C:19]([F:18])[CH:24]=[C:23]([F:25])[CH:22]=3)(=[O:28])=[O:27])[CH:9]=2)[NH:4][N:3]=1. Procedure details: N-(3-Amino-1H-indazol-5-yl)-3,5-difluorobenzenesulfonamide can be obtained as described in Example 39 from 2.1 g of 3,5-diamino-1H-indazole, 20 ml of pyridine, 20 ml of tetrahydrofuran and 1.47 g of 3,5-difluorobenzenesulfonyl chloride. 0.727 g of N-(3-amino-1H-indazol-5-yl)-3,5-difluorobenzenesulfonamide is thus obtained in the form of a white solid melting at 232° C. (analysis C13H10F2N4O2S % calculated C, 48.15; H, 3.11; F, 11.72; N, 17.28; O, 9.87; S, 9.89. % found C, 47.95; H, 3.14; F, 11.7... Reactants: CCOC(=O)C.CO (EtOAc MeOH), TEA, C22H25ClN2O3SSi, ClC=1C(=CC2=C(N(C(=N2)S(=O)(=O)C)COCC[Si](C)(C)C)C1)I (6-chloro-5-iodo-2-methanesulfonyl-1-(2-trimethylsilanyl-ethoxymethyl)-1H-benzoimidazole), ClC=1C(=CC2=C(N(C(=N2)S(=O)(=O)C)COCC[Si](C)(C)C)C1)I (6-chloro-5-iodo-2-methanesulfonyl-1-(2-trimethylsilanyl-ethoxymethyl)-1H-benzoimidazole), C(#C)C1=CC=CC=C1 (ethynyl-benzene), Thiol. Reagents/catalysts: [Cu](I)I (copper iodide), Cl[Pd]([P](C1=CC=CC=C1)(C2=CC=CC=C2)C3=CC=CC=C3)([P](C4=CC=CC=C4)(C5=CC=CC=C5)C6=CC=CC=C6)Cl (Pd(PPh3)2Cl2). The solvent is CN(C)C=O (DMF), CN(C)C=O (DMF). Run at time 10 minute. Product: ClC=1C(=CC2=C(N(C(=N2)S(=O)(=O)C)COCC[Si](C)(C)C)C1)C#CC1=CC=CC=C1 (6-Chloro-2-methanesulfonyl-5-phenylethynyl-1-(2-trimethylsilanyl-ethoxymethyl)-1H-benzoimidazole). Reaction SMILES: [Cl:1][C:2]1[C:3](I)=[CH:4][C:5]2[N:9]=[C:8]([S:10]([CH3:13])(=[O:12])=[O:11])[N:7]([CH2:14][O:15][CH2:16][CH2:17][Si:18]([CH3:21])([CH3:20])[CH3:19])[C:6]=2[CH:22]=1.[C:24]([C:26]1[CH:31]=[CH:30][CH:29]=[CH:28][CH:27]=1)#[CH:25].CCOC(C)=O.CO>CN(C=O)C.[Cu](I)I.Cl[Pd](Cl)([P](C1C=CC=CC=1)(C1C=CC=CC=1)C1C=CC=CC=1)[P](C1C=CC=CC=1)(C1C=CC=CC=1)C1C=CC=CC=1>[Cl:1][C:2]1[C:3]([C:25]#[C:24][C:26]2[CH:31]=[CH:30][CH:29]=[CH:28][CH:27]=2)=[CH:4][C:5]2[N:9]=[C:8]([S:10]([CH3:13])(=[O:12])=[O:11])[N:7]([CH2:14][O:15][CH2:16][CH2:17][Si:18]([CH3:21])([CH3:20])[CH3:19])[C:6]=2[CH:22]=1 |f:2.3,^1:50,69|. Procedure: A 4 mL vial equipped with a stirring bar was charged with copper iodide (2.0 mg, 10 mol %), and Pd(PPh3)2Cl2 (3.5 mg, 5 mol %). A solution of 6-chloro-5-iodo-2-methanesulfonyl-1-(2-trimethylsilanyl-ethoxymethyl)-1H-benzoimidazole (Intermediate 5, 49.0 mg, 0.100 mmol) in DMF (0.5 mL) was added to the vial, followed by a solution of ethynyl-benzene (20.0 mg, 0.200 mmol) in DMF (0.5 mL) and TEA (98 uL, 0.70 mmol). The resulting suspension was stirred at rt for 10 min, during which time it gradually... RXN SMILES: Cl[CH:2]([C:7]1[CH:12]=[CH:11][CH:10]=[CH:9][C:8]=1[CH2:13][O:14][C:15]1[CH:20]=[C:19]([CH3:21])[CH:18]=[CH:17][C:16]=1[CH3:22])[C:3]([O:5][CH3:6])=[O:4].[N:23]([O-:25])=[O:24].[Na+].C1(C=C(O)C=C(O)C=1)O.O>CN(C)C=O>[CH3:22][C:16]1[CH:17]=[CH:18][C:19]([CH3:21])=[CH:20][C:15]=1[O:14][CH2:13][C:8]1[CH:9]=[CH:10][CH:11]=[CH:12][C:7]=1[CH:2]([N+:23]([O-:25])=[O:24])[C:3]([O:5][CH3:6])=[O:4] |f:1.2|. Reactants: O (Water), ClC(C(=O)OC)C1=C(C=CC=C1)COC1=C(C=CC(=C1)C)C (methyl 2-chloro-2-[2-(2,5-dimethylphenoxymethyl)phenyl]acetate), N(=O)[O-].[Na+] (sodium nitrite), C1(O)=CC(O)=CC(O)=C1 (phloroglucinol). The yield is 22.1%. Solvent: CN(C=O)C (N,N-dimethylformamide). Product: CC1=C(OCC2=C(C=CC=C2)C(C(=O)OC)[N+](=O)[O-])C=C(C=C1)C (methyl 2-[2-(2,5-dimethylphenoxymethyl)phenyl]-2-nitroacetate). Procedure details: A solution of methyl 2-chloro-2-[2-(2,5-dimethylphenoxymethyl)phenyl]acetate (0.35 g, 1.1 mmol), sodium nitrite (0.13 g, 1.9 mmol) and phloroglucinol (0.145 g, 1.1 mol) in N,N-dimethylformamide (10 ml) was stirred at room temperature for 6 hours. Water was added to the mixture. The resulting mixture was extracted with ether, washed successively with water and saturated brine, and dried over anhydrous sodium sulfate. The solvent was evaporated, and the residue was purified by column chromatograph...